Dataset: the Open Reaction Database (ORD), a public repository of structured organic reaction records. Task: describe an organic reaction: reactants, conditions, products, and yield Starting materials: NC(CCCC(=O)OC)C1=C(C=CC=C1OC)OC (methyl 5-amino-5-(2,6-dimethoxyphenyl)pentanoate), N1(N=CN=C1)C=1C=C(C=O)C=CC1 (3-(1H-1,2,4-triazol-1-yl)benzaldehyde). Yields the product N1(N=CN=C1)C=1C=C(CN2C(CCCC2C2=C(C=CC=C2OC)OC)=O)C=CC1 (1-(3-(1H-1,2,4-triazol-1-yl)benzyl)-6-(2,6-dimethoxyphenyl)piperidin-2-one). Reaction SMILES: [NH2:1][CH:2]([C:10]1[C:15]([O:16][CH3:17])=[CH:14][CH:13]=[CH:12][C:11]=1[O:18][CH3:19])[CH2:3][CH2:4][CH2:5][C:6]([O:8]C)=O.[N:20]1([C:25]2[CH:26]=[C:27]([CH:30]=[CH:31][CH:32]=2)[CH:28]=O)[CH:24]=[N:23][CH:22]=[N:21]1>>[N:20]1([C:25]2[CH:26]=[C:27]([CH:30]=[CH:31][CH:32]=2)[CH2:28][N:1]2[CH:2]([C:10]3[C:15]([O:16][CH3:17])=[CH:14][CH:13]=[CH:12][C:11]=3[O:18][CH3:19])[CH2:3][CH2:4][CH2:5][C:6]2=[O:8])[CH:24]=[N:23][CH:22]=[N:21]1. Procedure details: Prepared according to the described general procedure 1 (GP1) by reaction of methyl 5-amino-5-(2,6-dimethoxyphenyl)pentanoate with commercially available 3-(1H-1,2,4-triazol-1-yl)benzaldehyde. Subsequent purification by preparative HPLC afforded the target compound. LC-MS (conditions A): tR=0.70 min.; [M+H]+: 393.15 g/mol.